Dataset: the Open Reaction Database (ORD), a public repository of structured organic reaction records. Task: describe an organic reaction: reactants, conditions, products, and yield Starting materials: Cc1ccn2c(C)c(CCc3ccc4nc(S(=O)(=O)[O-])oc4c3)nc2c1, CN(C)C=O, CCOC(C)=O, Cl, [K+], [K+], N=C(N)N, [OH-], O. Yields the product Cc1ccn2c(C)c(CCc3ccc4nc(NC(=N)N)oc4c3)nc2c1. Reaction SMILES: [CH3:1][c:2]1[c:3]([CH2:12][CH2:13][c:14]2[cH:15][c:16]3[c:17]([n:18][c:19]([S:21]([O-:22])(=[O:23])=[O:24])[o:20]3)[cH:25][cH:26]2)[n:4][c:5]2[n:6]1[cH:7][cH:8][c:9]([CH3:11])[cH:10]2.[CH3:36][N:37]([CH3:38])[CH:39]=[O:40].[CH3:41][CH2:42][O:43][C:44](=[O:45])[CH3:46].[ClH:28].[K+:27].[K+:34].[NH2:29][C:30](=[NH:31])[NH2:32].[OH-:33].[OH2:35]>>[CH3:1][c:2]1[c:3]([CH2:12][CH2:13][c:14]2[cH:15][c:16]3[c:17]([n:18][c:19]([NH:31][C:30](=[NH:29])[NH2:32])[o:20]3)[cH:25][cH:26]2)[n:4][c:5]2[n:6]1[cH:7][cH:8][c:9]([CH3:11])[cH:10]2.